From a dataset of the Open Reaction Database (ORD), a public repository of structured organic reaction records. describe an organic reaction: reactants, conditions, products, and yield Run at time 110 hour. Reported procedure: A solution of ethyl 3-{5-[(4-aminobenzoyl)amino]-1H-benzimidazol-1-yl}-3-phenylpropanoate (50 mg, 117 μmol) was dissolved in hydrochloric acid (25 mL of a 5N solution), and stirred at room temperature for 110 hours. The solution was evaporated in vacuo to afford the title compound, [LCMS (Method A, Mobile Phase II) RT=3.27 min, MH+ 401]. Reactants: NC1=CC=C(C(=O)NC2=CC3=C(N(C=N3)C(CC(=O)OCC)C3=CC=CC=C3)C=C2)C=C1 (ethyl 3-{5-[(4-aminobenzoyl)amino]-1H-benzimidazol-1-yl}-3-phenylpropanoate). As a reaction SMILES: [NH2:1][C:2]1[CH:32]=[CH:31][C:5]([C:6]([NH:8][C:9]2[CH:30]=[CH:29][C:12]3[N:13]([CH:16]([C:23]4[CH:28]=[CH:27][CH:26]=[CH:25][CH:24]=4)[CH2:17][C:18]([O:20]CC)=[O:19])[CH:14]=[N:15][C:11]=3[CH:10]=2)=[O:7])=[CH:4][CH:3]=1>Cl>[NH2:1][C:2]1[CH:3]=[CH:4][C:5]([C:6]([NH:8][C:9]2[CH:30]=[CH:29][C:12]3[N:13]([CH:16]([C:23]4[CH:28]=[CH:27][CH:26]=[CH:25][CH:24]=4)[CH2:17][C:18]([OH:20])=[O:19])[CH:14]=[N:15][C:11]=3[CH:10]=2)=[O:7])=[CH:31][CH:32]=1. Product: NC1=CC=C(C(=O)NC2=CC3=C(N(C=N3)C(CC(=O)O)C3=CC=CC=C3)C=C2)C=C1 (3-{5-[(4-Aminobenzoyl)amino]-1H-benzimidazol-1-yl}-3-phenylpropanoic acid), Phase II. Run in Cl (hydrochloric acid), solution.